From a dataset of the Open Reaction Database (ORD), a public repository of structured organic reaction records. describe an organic reaction: reactants, conditions, products, and yield Reactants: Cl (HCl), C(C)(C)(C)OC(C(CCCC(C)=O)NS(=O)(=O)C1=CC=C(C=C1)OCC1=CC=C(C=C1)F)=O (2-[4-(4-fluoro-benzyloxy)-benzenesulfonylamino]6-oxo-heptanoic acid tert-butyl ester), CC(C)([O-])C.[K+] (potassium tert-butoxide), solution, C1CCOC1 (THF), C1CCOC1 (THF). The solvent is O (water). Run at time 24 hour. The product is C(C)(C)(C)OC(=O)C1N(CCCC1(C)O)S(=O)(=O)C1=CC=C(C=C1)OCC1=CC=C(C=C1)F (1-[4-(4-fluoro-benzyloxy)-benzenesulfonyl]-3-hydroxy-3-methyl-piperidine-2-carboxylic acid tert-butyl ester). Reaction SMILES: [C:1]([O:5][C:6](=[O:33])[CH:7]([NH:14][S:15]([C:18]1[CH:23]=[CH:22][C:21]([O:24][CH2:25][C:26]2[CH:31]=[CH:30][C:29]([F:32])=[CH:28][CH:27]=2)=[CH:20][CH:19]=1)(=[O:17])=[O:16])CCCC(=O)C)([CH3:4])([CH3:3])[CH3:2].[CH3:34][C:35](C)([O-:37])[CH3:36].[K+].Cl.[CH2:41]1COC[CH2:42]1>O>[C:1]([O:5][C:6]([CH:7]1[C:35]([OH:37])([CH3:36])[CH2:34][CH2:42][CH2:41][N:14]1[S:15]([C:18]1[CH:23]=[CH:22][C:21]([O:24][CH2:25][C:26]2[CH:27]=[CH:28][C:29]([F:32])=[CH:30][CH:31]=2)=[CH:20][CH:19]=1)(=[O:16])=[O:17])=[O:33])([CH3:2])([CH3:3])[CH3:4] |f:1.2|. Procedure details: To a solution of 2-[4-(4-fluoro-benzyloxy)-benzenesulfonylamino]6-oxo-heptanoic acid tert-butyl ester (0.70 g, 1.5 mmol) in 6 mL of THF was added potassium tert-butoxide (0.7 mL of a 1M solution in THF, 0.70 mmol). After stirring for 24 h at room temperature, the mixture was diluted with water, acidified with 1M HCl and extracted 3× into ethyl acetate. The combined organic layers were dried over Na2SO4, filtered and concentrated in vacuo. Filtration of the residue through a pad of silica gel elu...